This data is from the Open Reaction Database (ORD), a public repository of structured organic reaction records. The task is: describe an organic reaction: reactants, conditions, products, and yield Starting materials: C(C)OC(=C)C1=NC=C2OCCN3C=C(N=C3C2=C1)C1=NC(=NN1C(C)C)C (13-(1-ethoxyethenyl)-4-[3-methyl-1-(propan-2-yl)-1H-1,2,4-triazol-5-yl]-9-oxa-3,6,12-triazatricyclo[8.4.0.02,6]tetradeca-1(14),2,4,10,12-pentaene), CC1=CC=C(C=C1)S(=O)(=O)O (4-methylbenzenesulfonic acid). The solvent is CC(=O)C (acetone). Reaction conditions: temperature 60 celsius, time 75 minute. Yields the product CC1=NN(C(=N1)C=1N=C2C3=CC(=NC=C3OCCN2C1)C(C)=O)C(C)C (1-{4-[3-Methyl-1-(propan-2-yl)-1H-1,2,4-triazol-5-yl]-9-oxa-3,6,12-triazatricyclo[8.4.0.02,6]tetradeca-1(14),2,4,10,12-pentaen-13-yl}ethan-1-one). Isolated yield 78.2%. RXN SMILES: C([O:3][C:4]([C:6]1[CH:19]=[C:18]2[C:9]([O:10][CH2:11][CH2:12][N:13]3[C:17]2=[N:16][C:15]([C:20]2[N:24]([CH:25]([CH3:27])[CH3:26])[N:23]=[C:22]([CH3:28])[N:21]=2)=[CH:14]3)=[CH:8][N:7]=1)=[CH2:5])C.CC1C=CC(S(O)(=O)=O)=CC=1>CC(C)=O>[CH3:28][C:22]1[N:21]=[C:20]([C:15]2[N:16]=[C:17]3[N:13]([CH:14]=2)[CH2:12][CH2:11][O:10][C:9]2[C:18]3=[CH:19][C:6]([C:4](=[O:3])[CH3:5])=[N:7][CH:8]=2)[N:24]([CH:25]([CH3:27])[CH3:26])[N:23]=1. Procedure details: A mixture of 13-(1-ethoxyethenyl)-4-[3-methyl-1-(propan-2-yl)-1H-1,2,4-triazol-5-yl]-9-oxa-3,6,12-triazatricyclo[8.4.0.02,6]tetradeca-1(14),2,4,10,12-pentaene (900 mg, 2.36 mmol) and 4-methylbenzenesulfonic acid (204 mg, 1.18 mmol) in acetone (20 mL) was stirred at 60° C. for 75 min. After removal of the solvent, the residue was purified by reverse phase Combi-flash eluting with a 23-27% gradient of CH3CN in 0.3% NH4HCO3 to give the desired product (650 mg, 74% yield) as a pale yellow solid. 1H ...